From a dataset of the Open Reaction Database (ORD), a public repository of structured organic reaction records. describe an organic reaction: reactants, conditions, products, and yield Procedure details: The title compound was prepared by Method A using 2',6'-dimethyl acetophenone (0.785 g, 5.31 mmol), lithium bis(trimethylsilyl)amide (0.977 g, 5.84 mmol), chlorotrimethylsilane (0.741 mL, 5.84 mmol), THF (58 mL), and diethyl ester of [(phenylmethyl)thio]propanedioic acid (1.00 g, 3.54 mmol). m.p. 140-143° C.; 1H NMR (400 MHz, DMSO-d6) δ2.15 (s, 6 H), 3.99 (s, 2 H), 6.12 (s, 1 H), 7.22 (m, 8H). Solvent: C1CCOC1 (THF). The reactants are CC1=C(C(=CC=C1)C)C(C)=O (2',6'-dimethyl acetophenone), C[Si](C)(C)[N-][Si](C)(C)C.[Li+] (lithium bis(trimethylsilyl)amide), Cl[Si](C)(C)C (chlorotrimethylsilane), diethyl ester, C1(=CC=CC=C1)CSC(C(=O)O)C(=O)O ([(phenylmethyl)thio]propanedioic acid). Reaction SMILES: [CH3:1][C:2]1[CH:7]=[CH:6][CH:5]=[C:4]([CH3:8])[C:3]=1[C:9](=[O:11])[CH3:10].C[Si]([N-][Si](C)(C)C)(C)C.[Li+].Cl[Si](C)(C)C.[C:27]1([CH2:33][S:34][CH:35]([C:39](O)=[O:40])[C:36](O)=[O:37])[CH:32]=[CH:31][CH:30]=[CH:29][CH:28]=1>C1COCC1>[CH3:1][C:2]1[CH:7]=[CH:6][CH:5]=[C:4]([CH3:8])[C:3]=1[C:9]1[O:11][C:36](=[O:37])[C:35]([S:34][CH2:33][C:27]2[CH:32]=[CH:31][CH:30]=[CH:29][CH:28]=2)=[C:39]([OH:40])[CH:10]=1 |f:1.2|. Yields the product CC1=C(C(=CC=C1)C)C1=CC(=C(C(O1)=O)SCC1=CC=CC=C1)O (6-(2,6-Dimethylphenyl)-4-hydroxy-3-[(phenylmethyl)thio]-2H-pyran-2-one). Starting materials: NC1=C(C#N)C=C(C=C1)Cl (2-amino-5-chlorobenzonitrile), N1=CC=C(C=C1)C1(SC=CN1)CC(=O)O (2-(4-pyridyl)-thiazole acetic acid). Yields the product C(#N)C1=C(C=CC(=C1)Cl)NC(CC1(SC=CN1)C1=CC=NC=C1)=O (N-(2-cyano-4-chlorophenyl)-2-(4-pyridyl)-thiazole acetamide). Reaction SMILES: [NH2:1][C:2]1[CH:9]=[CH:8][C:7]([Cl:10])=[CH:6][C:3]=1[C:4]#[N:5].[N:11]1[CH:16]=[CH:15][C:14]([C:17]2([CH2:22][C:23](O)=[O:24])[NH:21][CH:20]=[CH:19][S:18]2)=[CH:13][CH:12]=1>>[C:4]([C:3]1[CH:6]=[C:7]([Cl:10])[CH:8]=[CH:9][C:2]=1[NH:1][C:23](=[O:24])[CH2:22][C:17]1([C:14]2[CH:15]=[CH:16][N:11]=[CH:12][CH:13]=2)[NH:21][CH:20]=[CH:19][S:18]1)#[N:5]. Procedure: This compound was prepared according to the method described in Example 1c by employing 2-amino-5-chlorobenzonitrile (Aldrich) and 2-(4-pyridyl)-thiazole acetic acid (Example 1, Step b). Mp: 164-166° C. MS m/z: 355.0 (M+1). Calc'd for C17H11ClN4OS: 354.03.